This data is from the Open Reaction Database (ORD), a public repository of structured organic reaction records. The task is: describe an organic reaction: reactants, conditions, products, and yield Starting materials: BrC=1C(=C(C=C(C=O)C1)OC)O (5-bromovanillin), ClC=1C=C(C=CC1)NC(CC#N)=O (N-(3-chlorophenyl) cyanoacetamide). Product: ClC=1C=C(C=CC1)NC(C(=CC1=CC(=C(C(=C1)OC)O)Br)C#N)=O (N-(3-chlorophenyl)-2-cyano-3-(3-bromo-4-hydroxy-5-methoxyphenyl) propenamide). Yield: 64.9%. Reaction SMILES: [Br:1][C:2]1[C:3]([OH:12])=[C:4]([O:10][CH3:11])[CH:5]=[C:6]([CH:9]=1)[CH:7]=O.[Cl:13][C:14]1[CH:15]=[C:16]([NH:20][C:21](=[O:25])[CH2:22][C:23]#[N:24])[CH:17]=[CH:18][CH:19]=1>>[Cl:13][C:14]1[CH:15]=[C:16]([NH:20][C:21](=[O:25])[C:22]([C:23]#[N:24])=[CH:7][C:6]2[CH:5]=[C:4]([O:10][CH3:11])[C:3]([OH:12])=[C:2]([Br:1])[CH:9]=2)[CH:17]=[CH:18][CH:19]=1. Reported procedure: The reaction was performed in the same manner as in Example 1 with 5-bromovanillin (1.38 g, 5.97 mmol) and N-(3-chlorophenyl) cyanoacetamide (1.16 g, 5.97 mmol) to give the objective N-(3-chlorophenyl)-2-cyano-3-(3-bromo-4-hydroxy-5-methoxyphenyl) propenamide (1.58 g, 65% in yield). The reactants are CO (methanol), CS(=O)(=O)O.C(C1=CC=CC=C1)(=O)OC1=C(C=C(C=C1)C(N)=N)C(=O)O (4-amidino-2-carboxyphenyl benzoate methanesulfonate), CS(=O)(=O)O (methanesulfonic acid). Solvent: C(C)OCC (Ethyl ether). The product is C(C1=CC=CC=C1)(=O)OC1=C(C=C(C=C1)C(N)=N)C(=O)O (4-amidino-2-carboxyphenyl benzoate). Reaction SMILES: CO.CS(O)(=O)=O.CS(O)(=O)=O.[C:13]([O:21][C:22]1[CH:27]=[CH:26][C:25]([C:28](=[NH:30])[NH2:29])=[CH:24][C:23]=1[C:31]([OH:33])=[O:32])(=[O:20])[C:14]1[CH:19]=[CH:18][CH:17]=[CH:16][CH:15]=1>C(OCC)C>[C:13]([O:21][C:22]1[CH:27]=[CH:26][C:25]([C:28](=[NH:29])[NH2:30])=[CH:24][C:23]=1[C:31]([OH:33])=[O:32])(=[O:20])[C:14]1[CH:19]=[CH:18][CH:17]=[CH:16][CH:15]=1 |f:2.3|. Reported procedure: To a suspension of 3.0 g of 5-amidinosalicylic acid methanesulfonate in 40 ml of dried pyridine, while being cooled in ice and stirred, was added slowly 1.5 g of benzoyl chloride. The mixture was stirred for 3 hours at room temperature. The crystals gradually dissolved, forming a clear pale yellow solution, and an oily substance separated out. After addition of ethyl ether to the reaction mixture and removal of the supernatant, the oily substance was washed several times with ethyl ether and dis... Reactants: O=C(Cl)c1ccc(F)cc1, NC1(C(=O)O)CCCCC1, [Na+], [Na+], O=C([O-])[O-], O. Yields the product O=C(NC1(C(=O)O)CCCCC1)c1ccc(F)cc1. Reaction SMILES: [F:1][c:2]1[cH:3][cH:4][c:5]([C:6](=[O:7])[Cl:8])[cH:9][cH:10]1.[NH2:11][C:12]1([C:18](=[O:19])[OH:20])[CH2:13][CH2:14][CH2:15][CH2:16][CH2:17]1.[Na+:21].[Na+:22].[O-:23][C:24](=[O:25])[O-:26].[OH2:27]>>[F:1][c:2]1[cH:3][cH:4][c:5]([C:6](=[O:7])[NH:11][C:12]2([C:18](=[O:19])[OH:20])[CH2:13][CH2:14][CH2:15][CH2:16][CH2:17]2)[cH:9][cH:10]1. The reactants are C(C)OCC (ethyl ether), C1(=CC=CC=C1)OC (anisole), solution, Br (hydrogen bromide), CS(=O)(=O)O.C(C1=CC=CC=C1)OC1=CC=C(C(=O)OC2=C(C=C(C=C2)C(N)=N)C(C2=CC=CC=C2)=O)C=C1 (4-amidino-2-benzoylphenyl 4-benzyloxybenzoate methanesulfonate). The solvent is C(C)(=O)O (acetic acid), C(C)(=O)O (acetic acid). Run at time 5 hour. Yields the product Br.OC1=CC=C(C(=O)OC2=C(C=C(C=C2)C(N)=N)C(C2=CC=CC=C2)=O)C=C1 (4-amidino-2-benzoylphenyl 4-hydroxybenzoate hydrobromide). RXN SMILES: CS(O)(=O)=O.C([O:13][C:14]1[CH:39]=[CH:38][C:17]([C:18]([O:20][C:21]2[CH:26]=[CH:25][C:24]([C:27](=[NH:29])[NH2:28])=[CH:23][C:22]=2[C:30](=[O:37])[C:31]2[CH:36]=[CH:35][CH:34]=[CH:33][CH:32]=2)=[O:19])=[CH:16][CH:15]=1)C1C=CC=CC=1.C1(OC)C=CC=CC=1.[BrH:48].C(OCC)C>C(O)(=O)C>[BrH:48].[OH:13][C:14]1[CH:15]=[CH:16][C:17]([C:18]([O:20][C:21]2[CH:26]=[CH:25][C:24]([C:27](=[NH:28])[NH2:29])=[CH:23][C:22]=2[C:30](=[O:37])[C:31]2[CH:36]=[CH:35][CH:34]=[CH:33][CH:32]=2)=[O:19])=[CH:38][CH:39]=1 |f:0.1,6.7|. Procedure details: To 25 ml of acetic acid, was added 2.7 g of 4-amidino-2-benzoylphenyl 4-benzyloxybenzoate methanesulfonate followed by 1 ml of anisole. To the mixture cooled in ice, was added 13.5 g of a 30% solution of hydrogen bromide in acetic acid. The mixture was stirred for 5 hours and mixed with ethyl ether. The precipitate was collected by filtration and recrystallized from a methanol-ethyl ether mixture to obtain 1.4 g of 4-amidino-2-benzoylphenyl 4-hydroxybenzoate hydrobromide. Reactants: Cc1cc(OCc2ccc(F)cc2F)c(Br)c(=O)n1Cc1cccc(CNC(=O)Oc2ccc([N+](=O)[O-])cc2)c1, CNC, ClCCl. Yields the product Cc1cc(OCc2ccc(F)cc2F)c(Br)c(=O)n1Cc1cccc(CNC(=O)N(C)C)c1. Reaction SMILES: [Br:1][c:2]1[c:3](=[O:40])[n:4]([CH2:19][c:20]2[cH:21][c:22]([CH2:23][NH:24][C:25]([O:26][c:27]3[cH:28][cH:29][c:30]([N+:31]([O-:32])=[O:33])[cH:34][cH:35]3)=[O:36])[cH:37][cH:38][cH:39]2)[c:5]([CH3:18])[cH:6][c:7]1[O:8][CH2:9][c:10]1[c:11]([F:17])[cH:12][c:13]([F:16])[cH:14][cH:15]1.[CH3:41][NH:42][CH3:43].[Cl:44][CH2:45][Cl:46]>>[Br:1][c:2]1[c:3](=[O:40])[n:4]([CH2:19][c:20]2[cH:21][c:22]([CH2:23][NH:24][C:25](=[O:36])[N:42]([CH3:41])[CH3:43])[cH:37][cH:38][cH:39]2)[c:5]([CH3:18])[cH:6][c:7]1[O:8][CH2:9][c:10]1[c:11]([F:17])[cH:12][c:13]([F:16])[cH:14][cH:15]1. Reactants: BrC=1C(=NC=C(N1)Br)NC(CI)=O (N-(3,5-dibromopyrazin-2-yl)-2-iodoacetamide), C(C)(C)N(CC)C(C)C (diisopropylethylamine), Cl.CO[C@H]1CC[C@H](CC1)N ((cis)-4-methoxycyclohexanamine hydrochloride). Run in C(C)#N (acetonitrile). Run at temperature 55 celsius, time 3 hour. Yields the product BrC=1N=C2C(=NC1)NC(CN2[C@@H]2CC[C@@H](CC2)OC)=O (6-Bromo-4-((cis)-4-methoxycyclohexyl)-3,4-dihydropyrazino[2,3-b]pyrazin-2(1H)-one). Yield: 54.3%. As a reaction SMILES: Br[C:2]1[C:3]([NH:9][C:10](=[O:13])[CH2:11]I)=[N:4][CH:5]=[C:6]([Br:8])[N:7]=1.C(N(C(C)C)CC)(C)C.Cl.[CH3:24][O:25][C@@H:26]1[CH2:31][CH2:30][C@H:29]([NH2:32])[CH2:28][CH2:27]1>C(#N)C>[Br:8][C:6]1[N:7]=[C:2]2[N:32]([C@H:29]3[CH2:30][CH2:31][C@@H:26]([O:25][CH3:24])[CH2:27][CH2:28]3)[CH2:11][C:10](=[O:13])[NH:9][C:3]2=[N:4][CH:5]=1 |f:2.3|. Procedure details: To a solution of N-(3,5-dibromopyrazin-2-yl)-2-iodoacetamide (See Example 5.B) (1.0 g, 2.376 mmol) and diisopropylethylamine (1.038 mL, 5.94 mmol) in acetonitrile (10 mL) was added (cis)-4-methoxycyclohexanamine hydrochloride (0.413 g, 2.495 mmol). The solution was stirred at 55° C. for 3 h. The resulting precipitate was filtered and washed with acetonitrile and dried under reduced pressure to afford the title compound (0.442 g, 1.29 mmol, 55% yield). MS (ESI) m/z 341.3 [M]+, 343.3 [M+2]+. Starting materials: O=C1C=CCCC1, COc1ccc(C(=O)C(CCC(C)=O)c2ccc(OC)cc2)cc1, CCO, Cl, [K+], [OH-]. Product: COc1ccc(C2=CC(=O)CCC2c2ccc(OC)cc2)cc1. RXN SMILES: [C:28]1(=[O:29])[CH2:30][CH2:31][CH2:32][CH:33]=[CH:34]1.[CH3:1][O:2][c:3]1[cH:4][cH:5][c:6]([C:9]([CH:10]([CH2:11][CH2:12][C:13]([CH3:14])=[O:15])[c:16]2[cH:17][cH:18][c:19]([O:22][CH3:23])[cH:20][cH:21]2)=[O:24])[cH:7][cH:8]1.[CH3:35][CH2:36][OH:37].[ClH:27].[K+:26].[OH-:25]>>[CH3:1][O:2][c:3]1[cH:4][cH:5][c:6]([C:9]2=[CH:14][C:13](=[O:15])[CH2:12][CH2:11][CH:10]2[c:16]2[cH:17][cH:18][c:19]([O:22][CH3:23])[cH:20][cH:21]2)[cH:7][cH:8]1.